Dataset: the Open Reaction Database (ORD), a public repository of structured organic reaction records. Task: describe an organic reaction: reactants, conditions, products, and yield The reactants are CCCC[P+](CCCC)(CCCC)CCCC, [Cl-], Cl[SiH](Cl)Cl, CCCCCCCCCl. The product is CCCCCCCC[Si](Cl)(Cl)Cl. As a reaction SMILES: [CH2:15]([P+:16]([CH2:17][CH2:18][CH2:19][CH3:20])([CH2:21][CH2:22][CH2:23][CH3:24])[CH2:25][CH2:26][CH2:27][CH3:28])[CH2:29][CH2:30][CH3:31].[Cl-:14].[Cl:10][SiH:11]([Cl:12])[Cl:13].[Cl:1][CH2:2][CH2:3][CH2:4][CH2:5][CH2:6][CH2:7][CH2:8][CH3:9]>>[CH2:2]([CH2:3][CH2:4][CH2:5][CH2:6][CH2:7][CH2:8][CH3:9])[Si:11]([Cl:10])([Cl:12])[Cl:13]. Reactants: Cl (hydrochloric acid), C(C)OC(=O)C1(CCN(CC1)C(=O)OC(C)(C)C)CCC (4-propylpiperidine-1,4-dicarboxylic acid-1-tert-butyl ester-4-ethyl ester). Run in O1CCOCC1 (dioxane). Reaction conditions: time 30 minute. The product is C(C)OC(=O)C1(CCNCC1)CCC (4-propylpiperidine-4-carboxylic acid ethyl ester). RXN SMILES: Cl.[CH2:2]([O:4][C:5]([C:7]1([CH2:20][CH2:21][CH3:22])[CH2:12][CH2:11][N:10](C(OC(C)(C)C)=O)[CH2:9][CH2:8]1)=[O:6])[CH3:3]>O1CCOCC1>[CH2:2]([O:4][C:5]([C:7]1([CH2:20][CH2:21][CH3:22])[CH2:12][CH2:11][NH:10][CH2:9][CH2:8]1)=[O:6])[CH3:3]. Procedure details: A solution of hydrochloric acid (12N, 4.2 mL) in dioxane (6.8 mL) is added to 4-propylpiperidine-1,4-dicarboxylic acid-1-tert-butyl ester-4-ethyl ester (2.2 g, 0.0073 mol) and stirred at room temperature for 30 minutes. The reaction mixture is concentrated under reduced pressure and the residue is treated with aqueous solution of sodium bicarbonate to adjust the pH to 8-9. It is again concentrated under reduced pressure and the residue is treated with dichloromethane. After drying over sodium su...